Dataset: the Open Reaction Database (ORD), a public repository of structured organic reaction records. Task: describe an organic reaction: reactants, conditions, products, and yield Starting materials: CC1=NC(NC(C1)(C)C)(C)C (acetonine), CC(=O)C (acetone). Reagents/catalysts: Cl.C1(=CC=CC=C1)NN (N-phenylhydrazine monohydrochloride). Solvent: CO (methanol). Product: CC1(CC(=O)CC(N1)(C)C)C (triacetonamine). Yield: 75.0%. RXN SMILES: [CH3:1][C:2]1[CH2:7][C:6]([CH3:9])([CH3:8])[NH:5][C:4]([CH3:11])([CH3:10])N=1.CC(C)=[O:14]>Cl.C1(NN)C=CC=CC=1.CO>[CH3:10][C:4]1([CH3:11])[NH:5][C:6]([CH3:9])([CH3:8])[CH2:7][C:2](=[O:14])[CH2:1]1 |f:2.3|. Procedure details: A flask with attached condenser was charged with 80 g of acetonine, 80 g of acetone, 16 g methanol and 1.6 g N-phenylhydrazine monohydrochloride and the mixture reacted at 50°-55° C. for 18 hours, while stirring. The reaction solution was stripped under reduced pressure, to obtain a light red residue. This residue was distilled in vacuo to obtain 60.4 g of triacetonamine. White crystals were obtained by recrystallization from petroleum ether having the melting point of 34°-36° C. The compound wa... Starting materials: NC=1N(C=C(C1C#N)C)C1=C(C=C(C=C1Cl)Br)Br (2-Amino-4-methyl-1-(2,4-dibromo-6-chlorophenyl)pyrrole-3-carbonitrile), C(C)(=O)OC(C)=O (acetic anhydride), O (Water). The solvent is C(C)(=O)O (acetic acid). Product: C(#N)C1=C(N(C=C1C)C1=C(C=C(C=C1Cl)Br)Br)NC(C)=O (N-[3-cyano-4-methyl-1-(2,4-dibromo-6-chlorophenyl)-1H-pyrrol-2-yl]acetamide). As a reaction SMILES: [NH2:1][C:2]1[N:3]([C:10]2[C:15]([Cl:16])=[CH:14][C:13]([Br:17])=[CH:12][C:11]=2[Br:18])[CH:4]=[C:5]([CH3:9])[C:6]=1[C:7]#[N:8].[C:19](OC(=O)C)(=[O:21])[CH3:20].O>C(O)(=O)C>[C:7]([C:6]1[C:5]([CH3:9])=[CH:4][N:3]([C:10]2[C:15]([Cl:16])=[CH:14][C:13]([Br:17])=[CH:12][C:11]=2[Br:18])[C:2]=1[NH:1][C:19](=[O:21])[CH3:20])#[N:8]. Procedure: In 5 ml of acetic acid, 1.9 g of 2-Amino-4-methyl-1-(2,4-dibromo-6-chlorophenyl)pyrrole-3-carbonitrile and 1.48 g of acetic anhydride were dissolved. The reaction mixture was heated under reflux for 30 minutes. Water was added to the reaction mixture, and the reaction mixture was extracted with ethyl acetate. Subsequently, the extract was dried over anhydrous sodium sulfate. After the desiccant was filtered off, the filtrate was concentrated under reduced pressure to yield crude N-[3-cyano-4-met...